This data is from the Open Reaction Database (ORD), a public repository of structured organic reaction records. The task is: describe an organic reaction: reactants, conditions, products, and yield Reactants: C[N+]1(CCOCC1)[O-] (N-methylmorpholine N-oxide), [Si](C)(C)(C(C)(C)C)OCC=1C=C(C(=NC1)F)C=1C=NC(=CC1)OCC(F)(F)F (5-((tert-Butyldimethylsilyloxy)methyl)-2-fluoro-3-(6-(2,2,2-trifluoroethoxy)pyridin-3-yl)pyridine), CO (MeOH), C[O-].[Na+] (NaOMe). Reagents/catalysts: [Ru](=O)(=O)(=O)[O-].C(CC)[N+](CCC)(CCC)CCC (Tetrapropylammonium perruthenate). Run in C(Cl)Cl (CH2Cl2), CCOC(=O)C (EtOAc), O (H2O). Run at time 8 hour. Yields the product COC1=NC=C(C=O)C=C1C=1C=NC(=CC1)OCC(F)(F)F (6-methoxy-5-(6-(2,2,2-trifluoroethoxy)pyridin-3-yl)nicotinaldehyde). Reaction SMILES: [Si]([O:8][CH2:9][C:10]1[CH:11]=[C:12]([C:17]2[CH:18]=[N:19][C:20]([O:23][CH2:24][C:25]([F:28])([F:27])[F:26])=[CH:21][CH:22]=2)[C:13](F)=[N:14][CH:15]=1)(C(C)(C)C)(C)C.CO.C[O-].[Na+].C[N+]1([O-])CC[O:38][CH2:37]C1>[Ru]([O-])(=O)(=O)=O.C([N+](CCC)(CCC)CCC)CC.C(Cl)Cl.CCOC(C)=O.O>[CH3:37][O:38][C:13]1[C:12]([C:17]2[CH:18]=[N:19][C:20]([O:23][CH2:24][C:25]([F:26])([F:27])[F:28])=[CH:21][CH:22]=2)=[CH:11][C:10]([CH:9]=[O:8])=[CH:15][N:14]=1 |f:2.3,5.6|. Reported procedure: 5-((tert-Butyldimethylsilyloxy)methyl)-2-fluoro-3-(6-(2,2,2-trifluoroethoxy)pyridin-3-yl)pyridine (0.204 g, 0.490 mmol) was placed into a microwave vial with MeOH (1.0 mL), and NaOMe (0.132 g, 2.45 mmol). The vial was sealed and irradiated at 130° C. for 7 min, worked up by adding H2O (5 mL) and EtOAc (5 mL). The layers were separated and the aqueous layer was washed with EtOAc (3×5 mL). The combined organic layers were then washed with 1M sodium phosphate buffer (pH 5.5) (2×5 mL), dried (MgSO4)...